Dataset: the Open Reaction Database (ORD), a public repository of structured organic reaction records. Task: describe an organic reaction: reactants, conditions, products, and yield The reactants are CCOC(=O)C(C)=O, CCO, NNc1cc(Cl)cc(Cl)c1, Cl. The product is CCOC(=O)C(C)NNc1cc(Cl)cc(Cl)c1. Reaction SMILES: [C:12]([C:13](=[O:14])[CH3:15])(=[O:16])[O:17][CH2:18][CH3:19].[CH2:20]([OH:21])[CH3:22].[Cl:2][c:3]1[cH:4][c:5]([NH:10][NH2:11])[cH:6][c:7]([Cl:9])[cH:8]1.[ClH:1]>>[Cl:2][c:3]1[cH:4][c:5]([NH:10][NH:11][CH:13]([C:12](=[O:16])[O:17][CH2:18][CH3:19])[CH3:15])[cH:6][c:7]([Cl:9])[cH:8]1. Reactants: [Mn](=O)(=O)(=O)[O-].[K+] (potassium permanganate), CC(CO)(C)OC=1C=C2C(=C(N(C2=CC1)CCC)C)C1=CC=NC=C1 (2-methyl-2-[2-methyl-1-propyl-3-(4-pyridyl)-1H-indole-5-yloxy]propanol), [OH-].[Na+] (sodium hydroxide). The solvent is O (water), O1CCOCC1 (dioxane), O (water). Conditions: time 12 hour. The product is CC(C(=O)O)(C)OC=1C=C2C(=C(N(C2=CC1)CCC)C)C1=CC=NC=C1 (2-Methyl-2-[2-methyl-1-propyl-3-(4-pyridyl)-1H-indole-5-yloxy]-propanoic acid). RXN SMILES: [CH3:1][C:2]([O:6][C:7]1[CH:8]=[C:9]2[C:13](=[CH:14][CH:15]=1)[N:12]([CH2:16][CH2:17][CH3:18])[C:11]([CH3:19])=[C:10]2[C:20]1[CH:25]=[CH:24][N:23]=[CH:22][CH:21]=1)([CH3:5])[CH2:3][OH:4].[OH-].[Na+].[Mn]([O-])(=O)(=O)=[O:29].[K+]>O1CCOCC1.O>[CH3:1][C:2]([O:6][C:7]1[CH:8]=[C:9]2[C:13](=[CH:14][CH:15]=1)[N:12]([CH2:16][CH2:17][CH3:18])[C:11]([CH3:19])=[C:10]2[C:20]1[CH:25]=[CH:24][N:23]=[CH:22][CH:21]=1)([CH3:5])[C:3]([OH:29])=[O:4] |f:1.2,3.4|. Procedure: An amount of 3.38 g (10 m mole) of 2-methyl-2-[2-methyl-1-propyl-3-(4-pyridyl)-1H-indole-5-yloxy]propanol in 50 ml of dioxane was successively mixed with 300 mg of sodium hydroxide in 5 ml of water and then with 3.4 g of potassium permanganate dissolved in 30 ml of water. After stirring for 12 hours, the reaction mixture was filtered, evaporated, and neutralized with dilute sulfuric acid. After extraction with chloroform, the organic phase was dried over sodium sulfate and evaporated. The evapor... Reactants: N1C=CC=C1 (pyrrole), ClC=1C(=C(NC1Cl)C1=CC(=C(C=C1)Cl)Cl)C#N (4,5-dichloro-2-(3,4-dichlorophenyl)-pyrrole-3-carbonitrile), CC(C)([O-])C.[K+] (potassium tert-butoxide), BrC(C)O (bromoethanol). Run in C(C)(=O)OCC (ethyl acetate), O1CCOCC1 (dioxane), O (water). The product is ClC=1CC(N(C1Cl)CCO)(C#N)C1=CC(=C(C=C1)Cl)Cl (4,5-Dichloro-2-(3,4-dichlorphenyl)-1-(2-hydroxyethyl)-pyrrole-2-carbonitrile). Reaction SMILES: [Cl:1][C:2]1[C:3](C#N)=[C:4]([C:8]2[CH:13]=[CH:12][C:11]([Cl:14])=[C:10]([Cl:15])[CH:9]=2)[NH:5][C:6]=1[Cl:7].[CH3:18][C:19](C)([O-:21])C.[K+].BrC(O)C.[NH:28]1C=CC=[CH:29]1>O1CCOCC1.O.C(OCC)(=O)C>[Cl:1][C:2]1[CH2:3][C:4]([C:8]2[CH:13]=[CH:12][C:11]([Cl:14])=[C:10]([Cl:15])[CH:9]=2)([C:29]#[N:28])[N:5]([CH2:18][CH2:19][OH:21])[C:6]=1[Cl:7] |f:1.2|. Reported procedure: To a stirred mixture of 2.0 g (6.5 mmol) of 4,5-dichloro-2-(3,4-dichlorophenyl)-pyrrole-3-carbonitrile and 0.88 g (7.8 mmol) of potassium tert-butoxide heated at reflux in 50 mL of dioxane is added 0.98 g (7.8 mmol) of bromoethanol. The mixture is stirred at reflux for 12 hours, cooled, diluted with 50 mL of water, and extracted several times with chloroform. The combined chloroform extracts are dried over magnesium sulfate and concentrated in vacuo to leave a solid which, on warming and dissolv... Reactants: O=C([O-])[O-], CCOC(=O)c1cnc(S(C)(=O)=O)nc1, CCOC(C)=O, [Cl-], [Cs+], [Cs+], FC(F)(F)c1cccc(N2CC3CC2C[NH2+]3)c1, CN(C)C=O, O. The product is CCOC(=O)c1cnc(N2CC3CC2CN3c2cccc(C(F)(F)F)c2)nc1. As a reaction SMILES: [C:19](=[O:20])([O-:21])[O-:22].[CH3:25][S:26](=[O:27])(=[O:28])[c:29]1[n:30][cH:31][c:32]([C:35](=[O:36])[O:37][CH2:38][CH3:39])[cH:33][n:34]1.[CH3:46][CH2:47][O:48][C:49](=[O:50])[CH3:51].[Cl-:1].[Cs+:23].[Cs+:24].[F:2][C:3]([c:4]1[cH:5][c:6]([N:10]2[CH:11]3[CH2:12][NH2+:13][CH:14]([CH2:15]2)[CH2:16]3)[cH:7][cH:8][cH:9]1)([F:17])[F:18].[O:40]=[CH:41][N:42]([CH3:43])[CH3:44].[OH2:45]>>[F:2][C:3]([c:4]1[cH:5][c:6]([N:10]2[CH:11]3[CH2:12][N:13]([c:29]4[n:30][cH:31][c:32]([C:35](=[O:36])[O:37][CH2:38][CH3:39])[cH:33][n:34]4)[CH:14]([CH2:15]2)[CH2:16]3)[cH:7][cH:8][cH:9]1)([F:17])[F:18]. Starting materials: FC1=CC(=C(C=C1)C1=C(C=CC=C1)C=NC(C)C)C ((4′-fluoro-2′-methyl-biphenyl-2-ylmethylene)-isopropyl-amine), OS(=O)(=O)O (H2SO4). Product: FC1=CC(=C(C=C1)C=1C(=CC=CC1)C=O)C (4′-fluoro-2′-methyl-biphenyl-2-carbaldehyde). Reaction SMILES: [F:1][C:2]1[CH:7]=[CH:6][C:5]([C:8]2[CH:13]=[CH:12][CH:11]=[CH:10][C:9]=2[CH:14]=NC(C)C)=[C:4]([CH3:19])[CH:3]=1.[OH:20]S(O)(=O)=O>>[F:1][C:2]1[CH:7]=[CH:6][C:5]([C:8]2[C:9]([CH:14]=[O:20])=[CH:10][CH:11]=[CH:12][CH:13]=2)=[C:4]([CH3:19])[CH:3]=1. Procedure: A solution of 20.36 g (79.8 mmol) (4′-fluoro-2′-methyl-biphenyl-2-ylmethylene)-isopropyl-amine in 110 ml 4N H2SO4 was heated at reflux for 6 h. After cooling to RT, the solution was extracted twice with 150 ml CH2Cl2. The combined organic layers were dried (Na2SO4), filtered and evaporated. The residue was purified by chromatography (SiO2, CH2Cl2/hexane 1:1) to give 4′-fluoro-2′-methyl-biphenyl-2-carbaldehyde as a pale yellow oil. The reactants are C[SiH](C)OCC12CCC3C(CC=C4CC(C(C)(C)C)CCC43CO)C1CCC2=O, CC(=O)[O-], CC(=O)[O-]. Product: C[SiH](C)OCC12CCC3C(CC=C4CC(C(C)(C)C)CCC43CO)C1CCC2O. As a reaction SMILES: [C:1]([CH3:2])([CH3:3])([CH3:4])[CH:5]1[CH2:6][C:7]2=[CH:8][CH2:9][CH:10]3[CH:11]4[CH2:12][CH2:13][C:14](=[O:29])[C:15]4([CH2:16][O:17][SiH:18]([CH3:19])[CH3:20])[CH2:21][CH2:22][CH:23]3[C:24]2([CH2:27][OH:28])[CH2:25][CH2:26]1.[CH3:30][C:31](=[O:32])[O-:33].[CH3:34][C:35](=[O:36])[O-:37]>>[C:1]([CH3:2])([CH3:3])([CH3:4])[CH:5]1[CH2:6][C:7]2=[CH:8][CH2:9][CH:10]3[CH:11]4[CH2:12][CH2:13][CH:14]([OH:29])[C:15]4([CH2:16][O:17][SiH:18]([CH3:19])[CH3:20])[CH2:21][CH2:22][CH:23]3[C:24]2([CH2:27][OH:28])[CH2:25][CH2:26]1. Reactants: FC1=CC=C(NC2=C(C(=O)OC(C)(C)C)C=CC(=C2)N2C=CC3=CC=CC=C23)C=C1 (tert-butyl 2-(4-fluoroanilino)-4-(1H-indol-1-yl)benzoate), O1CCOCC1 (dioxane), [OH-].[Na+] (sodium hydroxide), Cl (hydrochloric acid), [OH-].[Na+] (sodium hydroxide). The solvent is CO (methanol), O (water), C(C)(=O)OCC (ethyl acetate). Run at temperature 40 celsius, time 5 hour. The product is FC1=CC=C(NC2=C(C(=O)O)C=CC(=C2)N2C=CC3=CC=CC=C23)C=C1 (2-(4-fluoroanilino)-4-(1H-indol-1-yl)benzoic acid). Reaction SMILES: [F:1][C:2]1[CH:30]=[CH:29][C:5]([NH:6][C:7]2[CH:19]=[C:18]([N:20]3[C:28]4[C:23](=[CH:24][CH:25]=[CH:26][CH:27]=4)[CH:22]=[CH:21]3)[CH:17]=[CH:16][C:8]=2[C:9]([O:11]C(C)(C)C)=[O:10])=[CH:4][CH:3]=1.O1CCOCC1.[OH-].[Na+].Cl>C(OCC)(=O)C.O.CO>[F:1][C:2]1[CH:30]=[CH:29][C:5]([NH:6][C:7]2[CH:19]=[C:18]([N:20]3[C:28]4[C:23](=[CH:24][CH:25]=[CH:26][CH:27]=4)[CH:22]=[CH:21]3)[CH:17]=[CH:16][C:8]=2[C:9]([OH:11])=[O:10])=[CH:4][CH:3]=1 |f:2.3|. Procedure details: To the obtained tert-butyl 2-(4-fluoroanilino)-4-(1H-indol-1-yl)benzoate were added dioxane 1.5 mL, methanol 1.5 mL and 2.0 mol/L sodium hydroxide aqueous solution 0.41 mL, and it was stirred at 40° C. for 5 hours. After the reaction mixture was cooled to room temperature, 2.0 mol/L sodium hydroxide aqueous solution 0.41 mL was added to it, and it was stirred at 50° C. for 3 hours. After the reaction mixture was cooled to room temperature, water was added to it, it was adjusted to pH3.6 with 1.0... Starting materials: CSCc1cccc2cc[nH]c12, ClCCl, CC1(O)CCOc2cc(F)cc(F)c21, O=C(O)C(F)(F)F. Product: CSCc1cccc2c(C3(C)CCOc4cc(F)cc(F)c43)c[nH]c12. RXN SMILES: [CH3:22][S:23][CH2:24][c:25]1[cH:26][cH:27][cH:28][c:29]2[cH:30][cH:31][nH:32][c:33]12.[Cl:34][CH2:35][Cl:36].[F:1][c:2]1[c:3]2[c:8]([cH:9][c:10]([F:12])[cH:11]1)[O:7][CH2:6][CH2:5][C:4]2([OH:13])[CH3:14].[OH:15][C:16]([C:17]([F:18])([F:19])[F:20])=[O:21]>>[F:1][c:2]1[c:3]2[c:8]([cH:9][c:10]([F:12])[cH:11]1)[O:7][CH2:6][CH2:5][C:4]2([CH3:14])[c:30]1[c:29]2[cH:28][cH:27][cH:26][c:25]([CH2:24][S:23][CH3:22])[c:33]2[nH:32][cH:31]1. The reactants are O=C([O-])[O-], COc1ccc2c(c1)C(=O)CCC2, Cl, [K+], [K+], [N-]=[N+]=[N-], [Na+], O. The product is COc1ccc2c(c1)C(=O)NCCC2. As a reaction SMILES: [C:19](=[O:20])([O-:21])[O-:22].[CH3:1][O:2][c:3]1[cH:4][cH:5][c:6]2[c:11]([cH:12]1)[C:10](=[O:13])[CH2:9][CH2:8][CH2:7]2.[ClH:25].[K+:23].[K+:24].[N-:15]=[N+:16]=[N-:17].[Na+:14].[OH2:18]>>[CH3:1][O:2][c:3]1[cH:4][cH:5][c:6]2[c:11]([cH:12]1)[C:10](=[O:13])[NH:15][CH2:9][CH2:8][CH2:7]2. Reactants: COc1ccc2cc(C(C)C(=O)O)ccc2c1, COc1ccc2cc(C(C)C(=O)O)ccc2c1, CCOC(C)=O, C(=NC1CCCCC1)=NC1CCCCC1, ON1CCCCC1. The product is COc1ccc2cc(C(C)C(=O)ON3CCCCC3)ccc2c1. As a reaction SMILES: [CH3:18][O:19][c:20]1[cH:21][c:22]2[c:23]([cH:24][c:25]([CH:26]([C:27](=[O:28])[OH:29])[CH3:30])[cH:31][cH:32]2)[cH:33][cH:34]1.[CH3:1][O:2][c:3]1[cH:4][c:5]2[cH:6][cH:7][c:8]([CH:13]([C:14](=[O:15])[OH:16])[CH3:17])[cH:9][c:10]2[cH:11][cH:12]1.[CH3:57][CH2:58][O:59][C:60](=[O:61])[CH3:62].[CH:42]1([N:43]=[C:44]=[N:45][CH:46]2[CH2:47][CH2:48][CH2:49][CH2:50][CH2:51]2)[CH2:52][CH2:53][CH2:54][CH2:55][CH2:56]1.[OH:35][N:36]1[CH2:37][CH2:38][CH2:39][CH2:40][CH2:41]1>>[CH3:1][O:2][c:3]1[cH:4][c:5]2[cH:6][cH:7][c:8]([CH:13]([C:14](=[O:15])[O:16][N:36]3[CH2:37][CH2:38][CH2:39][CH2:40][CH2:41]3)[CH3:17])[cH:9][c:10]2[cH:11][cH:12]1.